describe an organic reaction: reactants, conditions, products, and yield From a dataset of the Open Reaction Database (ORD), a public repository of structured organic reaction records. The reactants are C(C=C)(=O)OCC1CCCO1 (tetrahydrofurfuryl acrylate), Example 3, Example 5, C(C=C)(=O)OCCCCCCOC(C=C)=O (1,6-hexanediol diacrylate), C(C(=C)C)(=O)OCCO (hydroxyethyl methacrylate), Example 2, C[C@]12CC[C@@H](C1(C)C)CC2C(=C)C(=O)[O-] (isobornyl acrylate), Example 4. The product is Example 7, C(C=C)(=O)O.C(C=C)(=O)O.C(C=C)(=O)O.C(O)C(CC)(CO)CO (trimethylolpropane triacrylate). Reaction SMILES: C[C@@]12[CH:10]([C:11]([C:13]([O-:15])=[O:14])=C)C[C@H](C1(C)C)CC2.[C:16]([O:20]C[CH:22]1[O:26][CH2:25][CH2:24][CH2:23]1)(=[O:19])[CH:17]=[CH2:18].[C:27]([O:32]CCO)(=[O:31])[C:28](C)=[CH2:29].[C:36](OCCCCCCOC(=O)C=C)(=[O:39])C=C>>[C:13]([OH:15])(=[O:14])[CH:11]=[CH2:10].[C:16]([OH:20])(=[O:19])[CH:17]=[CH2:18].[C:27]([OH:32])(=[O:31])[CH:28]=[CH2:29].[CH2:36]([C:23]([CH2:22][OH:26])([CH2:13][OH:15])[CH2:24][CH3:25])[OH:39] |f:4.5.6.7|. Reported procedure: Using the compositions obtained in Examples 2 to 5 and 7, the following mixture was prepared. That is, the mixture of 100 g (content of fine polymer particles: 5 g) in total, composed of the composition of 7.7 g of Example 2, isobornyl acrylate of 56.35 g, the composition of 5 g of Example 3, tetrahydrofurfuryl acrylate of 0.5 g, the composition of 2 g of Example 4, hydroxyethyl methacrylate of 8 g, the composition of 5 g of Example 5, 1,6-hexanediol diacrylate of 5.25 g, the composition of 5 g ... Reaction SMILES: [CH3:1][C:2]1CC=C[CH:3]=1.[CH3:7][C:8]1[CH2:12][CH:11]=[C:10]([CH3:13])[CH:9]=1>>[CH3:13][C:10]1[C:11](=[C:2]([CH3:3])[CH3:1])[CH:12]=[C:8]([CH3:7])[CH:9]=1. Reactants: CC1=CC=CC1 (methylcyclopentadiene), CC1=CC(=CC1)C (1,3-dimethylcyclopentadiene). The product is CC1=CC(=CC1=C(C)C)C (1,3,6,6-Tetramethylfulvene). Procedure: The synthetic procedure according to Example 1 step A, is followed but the methylcyclopentadiene is replaced by 1,3-dimethylcyclopentadiene. The reactants are CN1CN(C2CCC(OCC(=O)OC(C)(C)C)CC2)CN(C)C1=O, CC(C)(C)O, [Cl-], [NH4+], [Na+], [OH-]. Product: CC(C)(C)OC(=O)COC1CCC(N)CC1. RXN SMILES: [C:1]([CH3:2])([CH3:3])([CH3:4])[O:5][C:6](=[O:7])[CH2:8][O:9][CH:10]1[CH2:11][CH2:12][CH:13]([N:16]2[CH2:17][N:18]([CH3:19])[C:20](=[O:21])[N:22]([CH3:23])[CH2:24]2)[CH2:14][CH2:15]1.[C:29]([OH:30])([CH3:31])([CH3:32])[CH3:33].[Cl-:25].[NH4+:26].[Na+:28].[OH-:27]>>[C:1]([CH3:2])([CH3:3])([CH3:4])[O:5][C:6](=[O:7])[CH2:8][O:9][CH:10]1[CH2:11][CH2:12][CH:13]([NH2:16])[CH2:14][CH2:15]1. The reactants are ClC1=CC2=C(C=C1)C1=C(C(=C(N(S1(=O)=O)C)C(=O)OC)O)S2 (methyl 7-chloro-4-hydroxy-2-methyl-2H-[1] benzothieno [2,3-e]-1,2-thiazine-3-carboxylate-1,1-dioxide), NC=1SC(=CN1)C (2-amino-5-methyl-thiazole). Yields the product ClC1=CC2=C(C=C1)C1=C(C(=C(N(S1(=O)=O)C)C(=O)NC=1SC(=CN1)C)O)S2 (7-Chloro-4-hydroxy-2-methyl-N-(5-methyl-2-thiazolyl)-2H-[1] benzothieno [2,3-e]-1,2-thiazine-3-carboxamide-1,1-dioxide). Isolated yield 42.0%. RXN SMILES: [Cl:1][C:2]1[CH:7]=[CH:6][C:5]2[C:8]3[S:13](=[O:15])(=[O:14])[N:12]([CH3:16])[C:11]([C:17]([O:19]C)=O)=[C:10]([OH:21])[C:9]=3[S:22][C:4]=2[CH:3]=1.[NH2:23][C:24]1[S:25][C:26]([CH3:29])=[CH:27][N:28]=1>>[Cl:1][C:2]1[CH:7]=[CH:6][C:5]2[C:8]3[S:13](=[O:15])(=[O:14])[N:12]([CH3:16])[C:11]([C:17]([NH:23][C:24]4[S:25][C:26]([CH3:29])=[CH:27][N:28]=4)=[O:19])=[C:10]([OH:21])[C:9]=3[S:22][C:4]=2[CH:3]=1. Procedure details: Prepared analogous to Example 1 from methyl 7-chloro-4-hydroxy-2-methyl-2H-[1] benzothieno [2,3-e]-1,2-thiazine-3-carboxylate-1,1-dioxide and 2-amino-5-methyl-thiazole with a yield of 42% of theory. Starting materials: C(C)(C)N(CC)C(C)C (diisopropylethylamine), FC1=CC=C(C=C1)COC1=C(C(=O)OC)C=C(C=C1)CCCN1CCOCC1 (methyl 2-{[(4-fluorophenyl)methyl]oxy}-5-[3-(4-morpholinyl)propyl]benzoate), [OH-].[Li+] (lithium hydroxide), C(CCl)Cl (EDC), NC=1C=NC=CC1 (3-aminopyridine), Cl (hydrochloric acid), ON1N=NC2=C1N=CC=C2 (1-hydroxy-7-azabenzotriazole). The solvent is CN(C=O)C (N,N-dimethylformamide), O1CCCC1 (tetrahydrofuran), O (water). Run at temperature 50 celsius, time 3 hour. The product is FC1=CC=C(C=C1)COC1=C(C(=O)NC=2C=NC=CC2)C=C(C=C1)CCCN1CCOCC1 (2-{[(4-Fluorophenyl)methyl]oxy}-5-[3-(4-morpholinyl)propyl]-N-3-pyridinylbenzamide). Reaction SMILES: [F:1][C:2]1[CH:7]=[CH:6][C:5]([CH2:8][O:9][C:10]2[CH:19]=[CH:18][C:17]([CH2:20][CH2:21][CH2:22][N:23]3[CH2:28][CH2:27][O:26][CH2:25][CH2:24]3)=[CH:16][C:11]=2[C:12]([O:14]C)=O)=[CH:4][CH:3]=1.[OH-].[Li+].Cl.C(N(C(C)C)CC)(C)C.[NH2:41][C:42]1[CH:43]=[N:44][CH:45]=[CH:46][CH:47]=1.ON1C2N=CC=CC=2N=N1.C(Cl)CCl>O1CCCC1.CN(C)C=O.O>[F:1][C:2]1[CH:7]=[CH:6][C:5]([CH2:8][O:9][C:10]2[CH:19]=[CH:18][C:17]([CH2:20][CH2:21][CH2:22][N:23]3[CH2:24][CH2:25][O:26][CH2:27][CH2:28]3)=[CH:16][C:11]=2[C:12]([NH:41][C:42]2[CH:43]=[N:44][CH:45]=[CH:46][CH:47]=2)=[O:14])=[CH:4][CH:3]=1 |f:1.2|. Procedure details: To a solution of methyl 2-{[(4-fluorophenyl)methyl]oxy}-5-[3-(4-morpholinyl)propyl]benzoate (may be prepared as described in Description 124; 166 mg, 0.43 mmol) in tetrahydrofuran (6 ml) was added lithium hydroxide (61.6 mg, 2.57 mmol) and water (1.5 ml). The mixture was stirred at 50° C. for 3 hours, cooled and the acidified with 2M hydrochloric acid (1.29 ml, 2.57 mmol). The solvent was removed in vacuo to give a residue. The residue was redissolved in N,N-dimethylformamide (3 ml) and diisopro...